From a dataset of the Open Reaction Database (ORD), a public repository of structured organic reaction records. describe an organic reaction: reactants, conditions, products, and yield Reagents/catalysts: [Fe] (iron). Reactants: C(C)(=O)O (acetic acid), C(C)(=O)OCC (ethyl acetate), ClC1=C(C=C(C=C1)C1=NN(C(=C1C(F)(F)F)C(F)(F)F)C)[N+](=O)[O-] (3-(4-chloro-3-nitrophenyl)-1-methyl-4,5-di(trifluoromethyl)-1H-pyrazole), O (water). Product: NC=1C=C(C=CC1Cl)C1=NN(C(=C1C(F)(F)F)C(F)(F)F)C (3-(3-Amino-4-chlorophenyl)-1-methyl-4,5-di(trifluoromethyl)-1H-pyrazole). Run in CO (methanol). RXN SMILES: [Cl:1][C:2]1[CH:7]=[CH:6][C:5]([C:8]2[C:12]([C:13]([F:16])([F:15])[F:14])=[C:11]([C:17]([F:20])([F:19])[F:18])[N:10]([CH3:21])[N:9]=2)=[CH:4][C:3]=1[N+:22]([O-])=O.C(O)(=O)C.O.C(OCC)(=O)C>CO.[Fe]>[NH2:22][C:3]1[CH:4]=[C:5]([C:8]2[C:12]([C:13]([F:14])([F:15])[F:16])=[C:11]([C:17]([F:20])([F:19])[F:18])[N:10]([CH3:21])[N:9]=2)[CH:6]=[CH:7][C:2]=1[Cl:1]. Run at time 3 hour. Reported procedure: A solution of 10 g (26 mmol) of 3-(4-chloro-3-nitrophenyl)-1-methyl-4,5-di(trifluoromethyl)-1H-pyrazole in 50 ml of methanol was added dropwise to a mixture, heated at reflux temperature, of 4.5 g (80 mmol) of iron powder and 30 ml of glacial acetic acid. After the mixture had been stirred for 3 hours it was poured into 100 ml of water. Then, 100 ml of ethyl acetate were added to the mixture. The solids were subsequently separated off from the mixture and washed with ethyl acetate. The organic p... The reactants are C(C(CO)(CO)N)O (trisamine), N1C(=NC=C1)C1=CC=C(C=C1)N (4-imidazolylphenylamine), CCN(C(C)C)C(C)C (DIPEA), ClC1=NC=CC=C1C(=O)Cl (2-chloropyridine-3-carbonyl chloride). Run in C(Cl)Cl (CH2Cl2), C(Cl)Cl (CH2Cl2). Run at time 14 hour. Yields the product ClC1=NC=CC=C1C(=O)NC1=CC=C(C=C1)C=1NC=CN1 ((2-Chloro(3-pyridyl))-N-(4-imidazolylphenyl)carboxamide). RXN SMILES: [NH:1]1[CH:5]=[CH:4][N:3]=[C:2]1[C:6]1[CH:11]=[CH:10][C:9]([NH2:12])=[CH:8][CH:7]=1.CCN(C(C)C)C(C)C.[Cl:22][C:23]1[C:28]([C:29](Cl)=[O:30])=[CH:27][CH:26]=[CH:25][N:24]=1.C(O)C(N)(CO)CO>C(Cl)Cl>[Cl:22][C:23]1[C:28]([C:29]([NH:12][C:9]2[CH:10]=[CH:11][C:6]([C:2]3[NH:1][CH:5]=[CH:4][N:3]=3)=[CH:7][CH:8]=2)=[O:30])=[CH:27][CH:26]=[CH:25][N:24]=1. Procedure: A slurry of 4-imidazolylphenylamine (15.9 mg, 0.100 mmol), polymer-supported DIPEA (0.100 g, 0.362 mmol, 3.62 mmol/g loading) in CH2Cl2 (2 ml) was treated with a 2-chloropyridine-3-carbonyl chloride solution (0.10 M, 0.200 mmol, 2.0 ml, 2.0 eq) in CH2Cl2. The mixture was vortexed at RT for 14 h. Afterwards, the excess acid chloride was removed by treating the reaction mixture with polymer-supported trisamine resin (0.100 g, 0.375 mmol, 3.75 mmol/g loading). The slurry was shaken at RT for an add... Starting materials: C(#N)C1=CC=C(C=C1)O (4-Cyanophenol), C(=O)([O-])[O-].[K+].[K+] (K2CO3), BrCCC=C (4-Bromo-1-butene). Reaction conditions: time 60 minute. The product is C(CC=C)OC1=CC=C(C#N)C=C1 (4-(3-Butenyloxy)benzonitrile). Yield: 85.4%. RXN SMILES: [C:1]([C:3]1[CH:8]=[CH:7][C:6]([OH:9])=[CH:5][CH:4]=1)#[N:2].C([O-])([O-])=O.[K+].[K+].Br[CH2:17][CH2:18][CH:19]=[CH2:20]>>[CH2:20]([O:9][C:6]1[CH:7]=[CH:8][C:3]([C:1]#[N:2])=[CH:4][CH:5]=1)[CH2:19][CH:18]=[CH2:17] |f:1.2.3|. Procedure details: 4-Cyanophenol (30 g, 250 mmol) was mixed with K2CO3 (72.5 g, 525 mmol) and stirred for 60 minutes. 4-Bromo-1-butene (50 g, 370 mmol) was added dropwise. The reaction mixture was stirred at 60° C. overnight. The solids were filtered off and the solvents were evaporated. The residue was dissolved in DCM. and washed with 1 N NaOH. The organic layer was separated, dried (Na2SO4) and evaporated to give 37 g (58%) of the sub-title compound.